Task: describe an organic reaction: reactants, conditions, products, and yield. Dataset: the Open Reaction Database (ORD), a public repository of structured organic reaction records Reactants: C(C)(C)(C)C=1C=C(CC2=C(C=C(C=C2)C)O)C=C(C1O)C(C)(C)C (2-(3,5-ditert.-butyl-4-hydroxybenzyl)-5-methylphenol), C(C)(C)(C)C=1C=C(CC2=C(C=CC(=C2)C(C)C)O)C=C(C1O)C(C)(C)C (2-(3,5-ditert.-butyl-4-hydroxybenzyl)-4-isopropylphenol). The product is C(C)(C)(C)C=1C=C(CC2=C(C=CC=C2)O)C=C(C1O)C(C)(C)C (2-(3,5-ditert.-butyl-4-hydroxybenzyl)phenol). Reaction SMILES: [C:1]([C:5]1[CH:6]=[C:7]([CH:17]=[C:18]([C:21]([CH3:24])([CH3:23])[CH3:22])[C:19]=1[OH:20])[CH2:8][C:9]1[CH:14]=[CH:13][C:12](C)=[CH:11][C:10]=1[OH:16])([CH3:4])([CH3:3])[CH3:2].C(C1C=C(C=C(C(C)(C)C)C=1O)CC1C=C(C(C)C)C=CC=1O)(C)(C)C>>[C:1]([C:5]1[CH:6]=[C:7]([CH:17]=[C:18]([C:21]([CH3:24])([CH3:23])[CH3:22])[C:19]=1[OH:20])[CH2:8][C:9]1[CH:14]=[CH:13][CH:12]=[CH:11][C:10]=1[OH:16])([CH3:4])([CH3:3])[CH3:2]. Reported procedure: 2-(3,5-ditert.-butyl-4-hydroxybenzyl)-5-methylphenol and 2-(3,5-ditert.-butyl-4-hydroxybenzyl)-4-isopropylphenol;